From a dataset of the Open Reaction Database (ORD), a public repository of structured organic reaction records. describe an organic reaction: reactants, conditions, products, and yield Starting materials: Cl (HCl), O1CCOCC1 (1,4-dioxane), OC(=O)C(F)(F)F.C1(=CC=CC=C1)C1=CC=C(O1)C(=O)N1C(CN(CC1)C(=O)OC(C)(C)C)COC=1C=NC=CC1 (tert-butyl 4-(5-phenylfuran-2-carbonyl)-3-((pyridin-3-yloxy)methyl)piperazine-1-carboxylate TFA salt). Conditions: time 1 hour. Product: Cl.Cl.C1(=CC=CC=C1)C1=CC=C(O1)C(=O)N1C(CNCC1)COC=1C=NC=CC1 ((5-phenylfuran-2-yl)(2-((pyridin-3-yloxy)methyl)piperazin-1-yl)methanone dihydrochloride). The yield is 89.0%. As a reaction SMILES: [ClH:1].O1CCOCC1.OC(C(F)(F)F)=O.[C:15]1([C:21]2[O:25][C:24]([C:26]([N:28]3[CH2:33][CH2:32][N:31](C(OC(C)(C)C)=O)[CH2:30][CH:29]3[CH2:41][O:42][C:43]3[CH:44]=[N:45][CH:46]=[CH:47][CH:48]=3)=[O:27])=[CH:23][CH:22]=2)[CH:20]=[CH:19][CH:18]=[CH:17][CH:16]=1>>[ClH:1].[ClH:1].[C:15]1([C:21]2[O:25][C:24]([C:26]([N:28]3[CH2:33][CH2:32][NH:31][CH2:30][CH:29]3[CH2:41][O:42][C:43]3[CH:44]=[N:45][CH:46]=[CH:47][CH:48]=3)=[O:27])=[CH:23][CH:22]=2)[CH:16]=[CH:17][CH:18]=[CH:19][CH:20]=1 |f:2.3,4.5.6|. Reported procedure: 4 M HCl in 1,4-dioxane (6 mL, 24 mmol) was added to tert-butyl 4-(5-phenylfuran-2-carbonyl)-3-((pyridin-3-yloxy)methyl)piperazine-1-carboxylate TFA salt (58.9 mg, 0.102 mmol). After 1 h, the reaction mixture was concentrated under reduced pressure, yielding 39.6 mg (89%) of the desired product as a white solid. LC-MS: RT=4.63 min, [M+H]+=364.1. Starting materials: O(C1=CC=CC=C1)C1=NC=CC=N1 (2-phenoxypyrimidine), IN1C(CCC1=O)=O (N-iodosuccinimide), O (water). The solvent is FC(C(=O)O)(F)F (trifluoroacetic acid), FC(C(=O)OC(C(F)(F)F)=O)(F)F (trifluoroacetic anhydride). Product: IC1=CC=C(OC2=NC=CC=N2)C=C1 (2-(4-iodophenoxy)pyrimidine). Isolated yield 50.0%. Reaction SMILES: [O:1]([C:8]1[N:13]=[CH:12][CH:11]=[CH:10][N:9]=1)[C:2]1[CH:7]=[CH:6][CH:5]=[CH:4][CH:3]=1.[I:14]N1C(=O)CCC1=O.O>FC(F)(F)C(O)=O.FC(F)(F)C(OC(=O)C(F)(F)F)=O>[I:14][C:5]1[CH:4]=[CH:3][C:2]([O:1][C:8]2[N:9]=[CH:10][CH:11]=[CH:12][N:13]=2)=[CH:7][CH:6]=1. Procedure: A mixture of 2-phenoxypyrimidine (int AY) (4.03 g, 0.0234 mol) and N-iodosuccinimide (10.52 g, 0.0468 mol) in trifluoroacetic acid (40 mL) and trifluoroacetic anhydride (8 mL) was heated at reflux for 4 hours. The mixture was allowed to cool to ambient temperature and water (75 mL) was added. The mixture was extracted with three times with 50 mL. The combined organic layers were washed twice with saturated aqueous sodium bicarbonate (50 mL), twice with 10% aqueous sodium thiosulfate (50 mL) and ... Reactants: BrC(C(=O)OC)C1=CC=CC=C1 (Methyl α-bromo-α-phenylacetate), N1(CCNCC1)C1=CC=C(C=C1)NC(=O)C=1C(=CC=CC1)C1=CC=CC=C1 (N-[4-(1-piperazinyl)phenyl]-[1,1′-biphenyl]-2-carboxamide), C(=O)([O-])[O-].[Na+].[Na+] (Na2CO3). The solvent is CN(C)C=O (DMF). Conditions: time 8 hour. Product: C1(=C(C=CC=C1)C(=O)NC1=CC=C(C=C1)N1CCN(CC1)C(C(=O)OC)C1=CC=CC=C1)C1=CC=CC=C1 (methyl 4-[4-[([1,1′-biphenyl]-2-ylcarbonyl)amino]phenyl]-α-phenyl-1-piperazineacetate). Yield: 85.3%. As a reaction SMILES: Br[CH:2]([C:7]1[CH:12]=[CH:11][CH:10]=[CH:9][CH:8]=1)[C:3]([O:5][CH3:6])=[O:4].[N:13]1([C:19]2[CH:24]=[CH:23][C:22]([NH:25][C:26]([C:28]3[C:29]([C:34]4[CH:39]=[CH:38][CH:37]=[CH:36][CH:35]=4)=[CH:30][CH:31]=[CH:32][CH:33]=3)=[O:27])=[CH:21][CH:20]=2)[CH2:18][CH2:17][NH:16][CH2:15][CH2:14]1.C([O-])([O-])=O.[Na+].[Na+]>CN(C=O)C>[C:29]1([C:34]2[CH:35]=[CH:36][CH:37]=[CH:38][CH:39]=2)[CH:30]=[CH:31][CH:32]=[CH:33][C:28]=1[C:26]([NH:25][C:22]1[CH:21]=[CH:20][C:19]([N:13]2[CH2:18][CH2:17][N:16]([CH:2]([C:7]3[CH:12]=[CH:11][CH:10]=[CH:9][CH:8]=3)[C:3]([O:5][CH3:6])=[O:4])[CH2:15][CH2:14]2)=[CH:24][CH:23]=1)=[O:27] |f:2.3.4|. Procedure: Methyl α-bromo-α-phenylacetate (0.1 mole) was added dropwise to a stirring mixture of intermediate (10) (0.07 mole) and Na2CO3 (13 g) in DMF (300 ml). The mixture was stirred overnight. The solvent was evaporated. The residue was crystallized from methanol. The precipitate was filtered off and dried, yielding 30.2 g of methyl 4-[4-[([1,1′-biphenyl]-2-ylcarbonyl)amino]phenyl]-α-phenyl-1-piperazineacetate (melting point 125° C.) identified as compound No. 52 in the following table F-1. Reactants: O1C(CCCC1)ONC(=O)[C@@H](C\C=C\C1=CC=CC=C1)[C@H](C(=O)NNCC(C)C)CC(C)C ((E)-2(R)-[1(S)-[(tetrahydro-2(RS)-pyranyloxy)carbamoyl]-4-phenyl-3-butenyl]-2′-isobutyl-4-methylvalerohydrazide). Reagents/catalysts: [Pd] (palladium-on-carbon). The solvent is CO (methanol). The product is O1C(CCCC1)ONC(=O)[C@@H](CCCC1=CC=CC=C1)[C@H](C(=O)NNCC(C)C)CC(C)C (2(R)-[1(S)-[(tetrahydro-2(RS)-pyranyloxy)carbamoyl]-4-phenylbutyl]-2′-isobutyl-4-methylvalerohydrazide). Yield: 92.6%. As a reaction SMILES: [O:1]1[CH2:6][CH2:5][CH2:4][CH2:3][CH:2]1[O:7][NH:8][C:9]([C@H:11]([C@@H:21]([CH2:30][CH:31]([CH3:33])[CH3:32])[C:22]([NH:24][NH:25][CH2:26][CH:27]([CH3:29])[CH3:28])=[O:23])[CH2:12]/[CH:13]=[CH:14]/[C:15]1[CH:20]=[CH:19][CH:18]=[CH:17][CH:16]=1)=[O:10]>CO.[Pd]>[O:1]1[CH2:6][CH2:5][CH2:4][CH2:3][CH:2]1[O:7][NH:8][C:9]([C@H:11]([C@@H:21]([CH2:30][CH:31]([CH3:33])[CH3:32])[C:22]([NH:24][NH:25][CH2:26][CH:27]([CH3:29])[CH3:28])=[O:23])[CH2:12][CH2:13][CH2:14][C:15]1[CH:20]=[CH:19][CH:18]=[CH:17][CH:16]=1)=[O:10]. Procedure: A solution of 1.0 g of (E)-2(R)-[1(S)-[(tetrahydro-2(RS)-pyranyloxy)carbamoyl]-4-phenyl-3-butenyl]-2′-isobutyl-4-methylvalerohydrazide in 20 ml of methanol was hydrogenated in the presence of 0.100 g of 5% palladium-on-carbon for 0.5 hours. The catalyst was removed by filtration and the solvent was evaporated to give 0.93 g of 2(R)-[1(S)-[(tetrahydro-2(RS)-pyranyloxy)carbamoyl]-4-phenylbutyl]-2′-isobutyl-4-methylvalerohydrazide in the form of a white solid. Reactants: [H][H] (hydrogen), FC(C(=O)O)(F)F.C(C1=CC=CC=C1)OC(N(CC)CCCN(C)C)=O ((3-dimethylaminopropyl)-ethyl-carbamic acid benzyl ester trifluoroacetate), Cl (hydrochloric acid). Reagents/catalysts: [Pd] (palladium on carbon). Solvent: C(C)O (ethanol). Product: Cl.Cl.C(C)NCCCN(C)C (N′-ethyl-N,N-dimethylpropane-1,3-diamine dihydrochloride). The yield is 89.5%. RXN SMILES: FC(F)(F)C(O)=O.C(OC(=O)[N:17]([CH2:20][CH2:21][CH2:22][N:23]([CH3:25])[CH3:24])[CH2:18][CH3:19])C1C=CC=CC=1.[ClH:27].[H][H]>C(O)C.[Pd]>[ClH:27].[ClH:27].[CH2:18]([NH:17][CH2:20][CH2:21][CH2:22][N:23]([CH3:25])[CH3:24])[CH3:19] |f:0.1,6.7.8|. Procedure: To a solution of the (3-dimethylaminopropyl)-ethyl-carbamic acid benzyl ester trifluoroacetate (0.84 g, 2.2 mmol) in ethanol (30 mL) and concentrated hydrochloric acid (0.5 mL, 6 mmol) was added palladium on carbon (10%, 50 mg). The suspension was shaken under 50 psi hydrogen. When the consumption of hydrogen was observed to have ceased, the mixture was filtered through a pad of diatomaceous earth and then concentrated under reduced pressure to give N′-ethyl-N,N-dimethylpropane-1,3-diamine dihyd... The reactants are OCCCCCCCCCCCC(=O)O (12-Hydroxydodecanoic acid), Cl (HCl), CO (CH3OH). Run at temperature 22 celsius, time 3.5 hour. Product: OCCCCCCCCCCCC(=O)OC (methyl 12-hydroxydodecanoate). The yield is 90.0%. As a reaction SMILES: [OH:1][CH2:2][CH2:3][CH2:4][CH2:5][CH2:6][CH2:7][CH2:8][CH2:9][CH2:10][CH2:11][CH2:12][C:13]([OH:15])=[O:14].Cl.[CH3:17]O>>[OH:1][CH2:2][CH2:3][CH2:4][CH2:5][CH2:6][CH2:7][CH2:8][CH2:9][CH2:10][CH2:11][CH2:12][C:13]([O:15][CH3:17])=[O:14]. Procedure details: 12-Hydroxydodecanoic acid (10.82 g, 50 mmol) was added to 3% HCl in CH3OH (210 ml). The reaction was stirred at 22° C. for 3.5 hours and concentrated on a rotary evaporator. The residue was taken up in ethyl acetate (200 ml) and washed with 1M K2CO3 (2×150 ml), and once with saturated aqueous NaCl (150 ml), dried over Na2SO4, concentrated and vacuum distilled to yield 10.3 g of methyl 12-hydroxydodecanoate in 90% yield; mp 33.5-35.0° C., 1H NMR (CDCl3) delta 3.66 (s, 3H), 3.62 (t, 2H), 2.88 (t, ... Starting materials: ClC=1C(=C(C#N)C=C(C1)C=O)N1N=C2C(C(=NC=C2F)NC2=NC=NC(=C2)C)=C1 (3-chloro-2-[7-fluoro-4-(6-methylpyrimidin-4-ylamino)pyrazolo[4,3-c]pyridin-2-yl]-5-formylbenzonitrile), [BH4-].[Na+] (sodium borohydride). Run in C(C)O (ethanol), C1CCOC1 (THF). Conditions: time 2 hour. Product: ClC=1C(=C(C#N)C=C(C1)CO)N1N=C2C(C(=NC=C2F)NC2=NC=NC(=C2)C)=C1 (3-Chloro-2-[7-fluoro-4-(6-methylpyrimidin-4-ylamino)pyrazolo[4,3-c]pyridin-2-yl]-5-hydroxymethyl benzonitrile). Isolated yield 16.3%. As a reaction SMILES: [Cl:1][C:2]1[C:3]([N:12]2[CH:29]=[C:15]3[C:16]([NH:21][C:22]4[CH:27]=[C:26]([CH3:28])[N:25]=[CH:24][N:23]=4)=[N:17][CH:18]=[C:19]([F:20])[C:14]3=[N:13]2)=[C:4]([CH:7]=[C:8]([CH:10]=[O:11])[CH:9]=1)[C:5]#[N:6].[BH4-].[Na+]>C(O)C.C1COCC1>[Cl:1][C:2]1[C:3]([N:12]2[CH:29]=[C:15]3[C:16]([NH:21][C:22]4[CH:27]=[C:26]([CH3:28])[N:25]=[CH:24][N:23]=4)=[N:17][CH:18]=[C:19]([F:20])[C:14]3=[N:13]2)=[C:4]([CH:7]=[C:8]([CH2:10][OH:11])[CH:9]=1)[C:5]#[N:6] |f:1.2|. Reported procedure: To a solution of 3-chloro-2-[7-fluoro-4-(6-methylpyrimidin-4-ylamino)pyrazolo[4,3-c]pyridin-2-yl]-5-formylbenzonitrile (24 mg, 0.06 mmol) in ethanol (IMS grade, 2.0 mL) and THF (2.0 mL) was added sodium borohydride (4 mg, 0.1 mmol) and the reaction mixture was stirred at room temperature for 2 hours. The resultant mixture was partitioned between ethyl acetate and water and the layers were separated. The organic layer was washed with brine, dried over anhydrous sodium sulfate, filtered and concen... Reactants: ClC=1C=CC(=C(C1)C(C)=O)F (1-(5-chloro-2-fluorophenyl)ethanone), O1CCN(CC1)S(=O)(=O)C=1C=C(C(=O)NN)C=CC1 (3-(morpholinosulfonyl)benzohydrazide). The solvent is CO (Methanol), C(C)(=O)O (acetic acid). Reaction conditions: temperature 120 celsius. Product: ClC=1C=CC(=C(C1)\C(\C)=N\NC(C1=CC(=CC=C1)S(=O)(=O)N1CCOCC1)=O)F ((E)-N′-(1-(5-chloro-2-fluorophenyl)ethylidene)-3-(morpholinosulfonyl)benzohydrazide). Yield: 19.0%. Reaction SMILES: [Cl:1][C:2]1[CH:3]=[CH:4][C:5]([F:11])=[C:6]([C:8](=O)[CH3:9])[CH:7]=1.[O:12]1[CH2:17][CH2:16][N:15]([S:18]([C:21]2[CH:22]=[C:23]([CH:28]=[CH:29][CH:30]=2)[C:24]([NH:26][NH2:27])=[O:25])(=[O:20])=[O:19])[CH2:14][CH2:13]1>CO.C(O)(=O)C>[Cl:1][C:2]1[CH:3]=[CH:4][C:5]([F:11])=[C:6](/[C:8](=[N:27]/[NH:26][C:24](=[O:25])[C:23]2[CH:28]=[CH:29][CH:30]=[C:21]([S:18]([N:15]3[CH2:16][CH2:17][O:12][CH2:13][CH2:14]3)(=[O:19])=[O:20])[CH:22]=2)/[CH3:9])[CH:7]=1. Procedure details: 1-(5-chloro-2-fluorophenyl)ethanone (20 mg, 0.116 mmol) and 3-(morpholinosulfonyl)benzohydrazide (33.1 mg, 0.116 mmol) was dissolved in Methanol (Volume: 4 ml) in the presence of acetic acid as a catalyst and then the reaction mixture was heated via microwave irradiation to 120° C. for 30 min. Reaction was monitored by TLC. After completion of the reaction, following cooling, the solvent was removed by vacuum and the resulting crude material was purified by flash column chromatography (2% CH3OH/... Starting materials: C1(=CC=CC=C1)COCC(=O)N1CCN(CC1)C(CCC1=CC=CC=C1)=O (1-[(phenylmethoxy)acetyl]-4-(3-phenylpropionyl)piperazine), [OH-].[Na+] (sodium hydroxide). Solvent: O1CCCC1 (tetrahydrofuran), O1CCCC1 (tetrahydrofuran). Yields the product C1(=CC=CC=C1)COCCN1CCN(CC1)CCCC1=CC=CC=C1 (1-[2-(phenylmethoxy)ethyl]-4-(3-phenylpropyl)piperazine). Yield: 99.8%. As a reaction SMILES: [C:1]1([CH2:7][O:8][CH2:9][C:10]([N:12]2[CH2:17][CH2:16][N:15]([C:18](=O)[CH2:19][CH2:20][C:21]3[CH:26]=[CH:25][CH:24]=[CH:23][CH:22]=3)[CH2:14][CH2:13]2)=O)[CH:6]=[CH:5][CH:4]=[CH:3][CH:2]=1.[OH-].[Na+]>O1CCCC1>[C:1]1([CH2:7][O:8][CH2:9][CH2:10][N:12]2[CH2:17][CH2:16][N:15]([CH2:18][CH2:19][CH2:20][C:21]3[CH:22]=[CH:23][CH:24]=[CH:25][CH:26]=3)[CH2:14][CH2:13]2)[CH:2]=[CH:3][CH:4]=[CH:5][CH:6]=1 |f:1.2|. Procedure: To a stirred solution of 1-[(phenylmethoxy)acetyl]-4-(3-phenylpropionyl)piperazine (193 g) in tetrahydrofuran (967 ml) under a nitrogen atmosphere, was added a molar solution of borane-tetrahydrofuran complex solution in tetrahydrofuran (2.4 l) and the mixture was refluxed for 1 h. The residual borane reagent was destroyed by dropwise addition of 5N hydrochloric acid solution (430 ml) and the tetrahydrofuran was removed by distillation. The cooled reaction mixture was basified with sodium hydrox...